This data is from the Open Reaction Database (ORD), a public repository of structured organic reaction records. The task is: describe an organic reaction: reactants, conditions, products, and yield Starting materials: ClC1=NC(=C2NC=NC2=N1)Cl (2,6-dichloropurine), [H-].[Na+] (sodium hydride), CN(C=O)C (N,N-dimethylformamide), C[Si](CCOCCl)(C)C (2-(trimethylsilyl)ethoxymethyl chloride). Run in O (water). Reaction conditions: time 15 minute. The product is ClC1=NC(=C2N=CN(C2=N1)COCC[Si](C)(C)C)Cl (2,6-dichloro-9-{[2-(trimethylsilyl)ethoxy]methyl}-9H-purine). As a reaction SMILES: [Cl:1][C:2]1[N:10]=[C:9]2[C:5]([NH:6][CH:7]=[N:8]2)=[C:4]([Cl:11])[N:3]=1.[H-].[Na+].CN(C)C=O.[CH3:19][Si:20]([CH3:27])([CH3:26])[CH2:21][CH2:22][O:23][CH2:24]Cl>O>[Cl:1][C:2]1[N:10]=[C:9]2[C:5]([N:6]=[CH:7][N:8]2[CH2:24][O:23][CH2:22][CH2:21][Si:20]([CH3:27])([CH3:26])[CH3:19])=[C:4]([Cl:11])[N:3]=1 |f:1.2|. Procedure details: 5 g of 2,6-dichloropurine was added to the mixture of 1.54 g of sodium hydride and 100 mL of N,N-dimethylformamide in an ice bath, and stirred at the same temperature for 15 minutes. 6.81 mL of 2-(trimethylsilyl)ethoxymethyl chloride was added to the reaction mixture, and was stirred at the same temperature for 5 hours. The reaction mixture was added with water, and extracted with ethyl acetate. The organic layer was washed with water and saturated brine in the subsequent order, and then dried o... Reactants: BrC1=CC=C(C=C1)C(CC(C(=O)OCC)(C(=O)OCC)CCOC)=O (diethyl 2-[2-(4-bromophenyl)-2-oxoethyl]-2-(2-methoxyethyl)malonate), [OH-].[Na+] (sodium hydroxide). Run in C(C)O (ethanol), CC(=O)C (acetone). Run at temperature 55 celsius, time 15 minute. The product is BrC1=CC=C(C=C1)C(CC(C(=O)OCC)CCOC)=O (ethyl 4-(4-bromophenyl)-2-(2-methoxyethyl)-4-oxobutanoate). The yield is 86.0%. As a reaction SMILES: [Br:1][C:2]1[CH:7]=[CH:6][C:5]([C:8](=[O:25])[CH2:9][C:10]([CH2:21][CH2:22][O:23][CH3:24])(C(OCC)=O)[C:11]([O:13][CH2:14][CH3:15])=[O:12])=[CH:4][CH:3]=1.[OH-].[Na+]>CC(C)=O.C(O)C>[Br:1][C:2]1[CH:7]=[CH:6][C:5]([C:8](=[O:25])[CH2:9][CH:10]([CH2:21][CH2:22][O:23][CH3:24])[C:11]([O:13][CH2:14][CH3:15])=[O:12])=[CH:4][CH:3]=1 |f:1.2|. Procedure details: To a 150 mL flask was added diethyl 2-[2-(4-bromophenyl)-2-oxoethyl]-2-(2-methoxyethyl)malonate (1.59 g, 3.59 mmol) dissolved in acetone (16 mL) and ethanol (16 mL), followed by addition of 1N aqueous sodium hydroxide solution (3.6 mL). The reaction mixture was then heated at 55° C. for 3 h. The reaction mixture was concentrated in vacuo to remove solvents, the residue redissolved in dimethoxyethane (32 mL), and the reaction mixture heated at 80° C. for 3 h. The reaction mixture was cooled to rt... The reactants are N(N)C1=NC=CC=N1 (2-hydrazinopyrimidine), Cl (hydrochloric acid), [OH-].[Na+] (sodium hydroxide), ClC1=CC=C(C=C1)CC(=O)OCC (ethyl 4-chloro-phenylacetate), COC(N(C)C)OC (dimethylformamide dimethyl acetal), Cl (hydrochloric acid). The solvent is C(C)O (ethanol), O (water). Reaction conditions: time 5 hour. Yields the product N1=C(N=CC=C1)N1NC=C(C1=O)C1=CC=C(C=C1)Cl (1-pyrimid-2-yl-4-(4 -chlorophenyl)-pyrazolin-5-one). Yield: 26.4%. RXN SMILES: [Cl:1][C:2]1[CH:7]=[CH:6][C:5]([CH2:8][C:9]([O:11]CC)=O)=[CH:4][CH:3]=1.[CH3:14]OC(OC)N(C)C.[NH:22]([C:24]1[N:29]=[CH:28][CH:27]=[CH:26][N:25]=1)[NH2:23].Cl.[OH-].[Na+]>C(O)C.O>[N:25]1[CH:26]=[CH:27][CH:28]=[N:29][C:24]=1[N:22]1[C:9](=[O:11])[C:8]([C:5]2[CH:4]=[CH:3][C:2]([Cl:1])=[CH:7][CH:6]=2)=[CH:14][NH:23]1 |f:4.5|. Procedure: 19.9 g (0.1 mol) of ethyl 4-chloro-phenylacetate are heated with 23.8 g (0.2 mol) of dimethylformamide dimethyl acetal to 100° C. for 5 hours. All volatile components are then distilled off at this temperature in a vacuum from a water pump. The oily residue, which essentially consists of ethyl α-dimethylaminomethylene-4-chlorophenylacetate, is dissolved in 140 ml of ethanol without further purification, and 11 g (0.1 mol) of 2-hydrazinopyrimidine and 10 ml of concentrated hydrochloric acid are a... The reactants are C1CCNCC1, COC(=O)c1cccc(-c2cnc(C(=O)CCc3ccc(-c4ccc(C=O)cc4)cc3)o2)n1, CC(Cl)Cl. The product is COC(=O)c1cccc(-c2cnc(C(=O)CCc3ccc(-c4ccc(CN5CCCCC5)cc4)cc3)o2)n1. As a reaction SMILES: [CH2:34]1[CH2:35][CH2:36][NH:37][CH2:38][CH2:39]1.[CH:1](=[O:2])[c:3]1[cH:4][cH:5][c:6](-[c:9]2[cH:10][cH:11][c:12]([CH2:15][CH2:16][C:17](=[O:18])[c:19]3[o:20][c:21](-[c:24]4[cH:25][cH:26][cH:27][c:28]([C:30](=[O:31])[O:32][CH3:33])[n:29]4)[cH:22][n:23]3)[cH:13][cH:14]2)[cH:7][cH:8]1.[Cl:40][CH:41]([Cl:42])[CH3:43]>>[CH2:1]([c:3]1[cH:4][cH:5][c:6](-[c:9]2[cH:10][cH:11][c:12]([CH2:15][CH2:16][C:17](=[O:18])[c:19]3[o:20][c:21](-[c:24]4[cH:25][cH:26][cH:27][c:28]([C:30](=[O:31])[O:32][CH3:33])[n:29]4)[cH:22][n:23]3)[cH:13][cH:14]2)[cH:7][cH:8]1)[N:37]1[CH2:36][CH2:35][CH2:34][CH2:39][CH2:38]1. Conditions: time 15 hour. The solvent is C1CCOC1 (THF). The product is C(C=C)OC1=CC(=C(C=C1Br)C(=O)C1=CC=C(C=C1)CC)Cl ((4-(Allyloxy)-5-bromo-2-chlorophenyl)(4-ethylphenyl)methanone). Reactants: C(C=C)OC1=CC(=C(C(=O)N(C)OC)C=C1Br)Cl (4-(Allyloxy)-5-bromo-2-chloro-N-methoxy-N-methylbenzamide), C(C)C1=CC=C(C=C1)[Mg]Br (4-ethylphenylmagnesium bromide), [NH4+].[Cl-] (NH4Cl). Yield: 84.5%. Procedure: To solution of Weinreb amide 22 (4.5 g, 13.4 mmol) in THF (100 mL) was added 4-ethylphenylmagnesium bromide (0.5M in THF, 50.8 mL, 26.9 mmol) at 0° C. The reaction mixture was warmed up to r.t. slowly and stirred at r.t. for 15 hours. To the reaction mixture was added aqueous saturated NH4Cl solution (100 mL). The mixture was extracted with EtOAc (100 mL). The organic layer was dried over MgSO4, filtered and concentrated in vacuo. The residue was triturated with hexane (100 mL) and stirred at r.... RXN SMILES: [CH2:1]([O:4][C:5]1[C:16]([Br:17])=[CH:15][C:8]([C:9](N(OC)C)=[O:10])=[C:7]([Cl:18])[CH:6]=1)[CH:2]=[CH2:3].[CH2:19]([C:21]1[CH:26]=[CH:25][C:24]([Mg]Br)=[CH:23][CH:22]=1)[CH3:20].[NH4+].[Cl-]>C1COCC1>[CH2:1]([O:4][C:5]1[C:16]([Br:17])=[CH:15][C:8]([C:9]([C:24]2[CH:25]=[CH:26][C:21]([CH2:19][CH3:20])=[CH:22][CH:23]=2)=[O:10])=[C:7]([Cl:18])[CH:6]=1)[CH:2]=[CH2:3] |f:2.3|.